Dataset: the Open Reaction Database (ORD), a public repository of structured organic reaction records. Task: describe an organic reaction: reactants, conditions, products, and yield Reactants: C1(C=2C(C(=O)O1)=CC=CC2)=O (phthalic anhydride), NC=1SC(=C(C1C(=O)C1=CC=C(C=C1)Cl)C)C ((2-amino-4,5-dimethylthiophen-3-yl)(4-chlorophenyl)methanone). Solvent: C(C)(=O)O (acetic acid). Run at time 1 hour. The product is ClC1=CC=C(C(=O)C2=C(SC(=C2C)C)N2C(C3=CC=CC=C3C2=O)=O)C=C1 (2-[3-(4-chlorobenzoyl)-4,5-dimethylthiophen-2-yl]isoindoline-1,3-dione). As a reaction SMILES: [NH2:1][C:2]1[S:3][C:4]([CH3:17])=[C:5]([CH3:16])[C:6]=1[C:7]([C:9]1[CH:14]=[CH:13][C:12]([Cl:15])=[CH:11][CH:10]=1)=[O:8].[C:18]1(=O)[O:23][C:21](=[O:22])[C:20]2=[CH:24][CH:25]=[CH:26][CH:27]=[C:19]12>C(O)(=O)C>[Cl:15][C:12]1[CH:13]=[CH:14][C:9]([C:7]([C:6]2[C:5]([CH3:16])=[C:4]([CH3:17])[S:3][C:2]=2[N:1]2[C:21](=[O:22])[C:20]3[C:19](=[CH:27][CH:26]=[CH:25][CH:24]=3)[C:18]2=[O:23])=[O:8])=[CH:10][CH:11]=1. Procedure details: To a solution of (2-amino-4,5-dimethylthiophen-3-yl)(4-chlorophenyl)methanone (532 mg, 2 mmol; prepared as described in U.S. Pat. No. 6,323,214) in acetic acid (15 mL) is added phthalic anhydride (360 mg, 2.4 mmol) and the mixture is heated to reflux for 15 h. The solvent is evaporated in vacuo and the residual material is dissolved in ethyl acetate (20 mL). The organic solution is washed with a saturated aqueous solution of NaHCO3 (5 mL), water (5 mL), then brine (5 mL), dried (Na2SO4), filtere... Starting materials: C(C)(=O)OCC(C(COC1=CC=C(C=C1)Cl)=O)(C)C (4-acetoxy-1-(4-chlorophenoxy)-3,3-dimethyl-butan-2-one), BrBr (bromine). The solvent is C(Cl)(Cl)(Cl)Cl (carbon tetrachloride). Run at time 30 minute. Product: C(C)(=O)OCC(C(C(OC1=CC=C(C=C1)Cl)Br)=O)(C)C (4-acetoxy-1-bromo-1-(4-chlorophenoxy)-3,3-dimethyl-butan-2-one). RXN SMILES: [C:1]([O:4][CH2:5][C:6]([CH3:19])([CH3:18])[C:7](=[O:17])[CH2:8][O:9][C:10]1[CH:15]=[CH:14][C:13]([Cl:16])=[CH:12][CH:11]=1)(=[O:3])[CH3:2].[Br:20]Br>C(Cl)(Cl)(Cl)Cl>[C:1]([O:4][CH2:5][C:6]([CH3:19])([CH3:18])[C:7](=[O:17])[CH:8]([Br:20])[O:9][C:10]1[CH:15]=[CH:14][C:13]([Cl:16])=[CH:12][CH:11]=1)(=[O:3])[CH3:2]. Reported procedure: 56.9 g (0.2 mol) of 4-acetoxy-1-(4-chlorophenoxy)-3,3-dimethyl-butan-2-one were dissolved in 350 ml of carbon tetrachloride. 10.3 g (0.2 mol) of bromine were added dropwise, at room temperature, in such a way that the bromine was steadily consumed. Thereafter, the mixture was stirred for 30 minutes at room temperature. After distilling off the solvent in vacuo, 4-acetoxy-1-bromo-1-(4-chlorophenoxy)-3,3-dimethyl-butan-2-one was obtained quantitatively and could be directly reacted further. ##STR1... Starting materials: O=C([O-])[O-], CI, CN(C)C=O, COc1cc(-c2ncc(C(F)(F)F)[nH]c2=O)c(Cl)cc1Cl, [K+], [K+], O. The product is COc1cc(-c2ncc(C(F)(F)F)n(C)c2=O)c(Cl)cc1Cl. Reaction SMILES: [C:22](=[O:23])([O-:24])[O-:25].[CH3:28][I:29].[CH3:31][N:32]([CH3:33])[CH:34]=[O:35].[Cl:1][c:2]1[c:3](-[c:11]2[c:12](=[O:21])[nH:13][c:14]([C:17]([F:18])([F:19])[F:20])[cH:15][n:16]2)[cH:4][c:5]([O:9][CH3:10])[c:6]([Cl:8])[cH:7]1.[K+:26].[K+:27].[OH2:30]>>[Cl:1][c:2]1[c:3](-[c:11]2[c:12](=[O:21])[n:13]([CH3:22])[c:14]([C:17]([F:18])([F:19])[F:20])[cH:15][n:16]2)[cH:4][c:5]([O:9][CH3:10])[c:6]([Cl:8])[cH:7]1. Starting materials: BrC=1C=CC(=C(CBr)C1)Cl (5-bromo-2-chloro-benzylbromide), C(C)OP(OCC)OCC (triethylphosphite), C(C)OP(OCC)OCC (triethylphosphite). Reaction conditions: temperature 130 celsius, time 3 hour. The product is BrC=1C=CC(=C(CP(OCC)(OCC)=O)C1)Cl (diethyl (5-bromo-2-chloro-benzyl)-phosphonate). As a reaction SMILES: [Br:1][C:2]1[CH:3]=[CH:4][C:5]([Cl:10])=[C:6]([CH:9]=1)[CH2:7]Br.[CH2:11]([O:13][P:14]([O:18]CC)[O:15][CH2:16][CH3:17])[CH3:12]>>[Br:1][C:2]1[CH:3]=[CH:4][C:5]([Cl:10])=[C:6]([CH:9]=1)[CH2:7][P:14](=[O:18])([O:15][CH2:16][CH3:17])[O:13][CH2:11][CH3:12]. Procedure details: A mixture of 9.88 g 5-bromo-2-chloro-benzylbromide in 6.10 ml triethylphosphite is stirred for 3 h at 130° C. Then a further 1.50 ml triethylphosphite are added, and the mixture is stirred for a further 3 h at 160° C. After cooling to ambient temperature the mixture is purified on silica gel (dichloromethane/methanol 1:0->9:1). Starting materials: C(CCCCCCCCCCCCC)N(C)C (N-tetradecyl-N,N-dimethylamine), amine, amine, C(C)#N (acetonitrile), BrCCCCCCCC (1-bromooctane). Reaction conditions: temperature 80 celsius, time 4 hour. The product is [Br-].C(CCCCCCCCCCCCC)[N+](C)(C)CCCCCCCC (N-tetradecyl-N-octyl-N,N-dimethylammonium bromide). As a reaction SMILES: [CH2:1]([N:15]([CH3:17])[CH3:16])[CH2:2][CH2:3][CH2:4][CH2:5][CH2:6][CH2:7][CH2:8][CH2:9][CH2:10][CH2:11][CH2:12][CH2:13][CH3:14].C(#N)C.[Br:21][CH2:22][CH2:23][CH2:24][CH2:25][CH2:26][CH2:27][CH2:28][CH3:29]>>[Br-:21].[CH2:1]([N+:15]([CH2:22][CH2:23][CH2:24][CH2:25][CH2:26][CH2:27][CH2:28][CH3:29])([CH3:17])[CH3:16])[CH2:2][CH2:3][CH2:4][CH2:5][CH2:6][CH2:7][CH2:8][CH2:9][CH2:10][CH2:11][CH2:12][CH2:13][CH3:14] |f:3.4|. Procedure details: The procedure is as described in Example 1, but the following are added successively to the flask with stirring: 145.3 g (0.60 mol) of N-tetradecyl-N,N-dimethylamine, 267.0 g (6.5 mol) of acetonitrile and 121.7 g (0.63 mol) of 1-bromooctane. The mixture is heated to 80° C. with stirring and kept at this temperature for 4 hours and then cooled to room temperature, and an amine conversion of 98% is determined in a sample of the contents of the flask by a residual amine determination. Working-up is... The reactants are N1(N=CC=C1)C1CCN(CC1)C(=O)OC(C)(C)C (tert-butyl 4-(1H-pyrazol-1-yl)piperidine-1-carboxylate). Run in Cl (HCl), O1CCOCC1 (dioxane). Reaction conditions: time 1 hour. The product is N1(N=CC=C1)C1CCNCC1 (4-(1H-pyrazol-1-yl)piperidine). The yield is 96.0%. Reaction SMILES: [N:1]1([CH:6]2[CH2:11][CH2:10][N:9](C(OC(C)(C)C)=O)[CH2:8][CH2:7]2)[CH:5]=[CH:4][CH:3]=[N:2]1>Cl.O1CCOCC1>[N:1]1([CH:6]2[CH2:11][CH2:10][NH:9][CH2:8][CH2:7]2)[CH:5]=[CH:4][CH:3]=[N:2]1. Reported procedure: The title compound from Step B above (50 mg, 0.2 mmol) was dissolved in 4 M HCl in dioxane (2.0 mL) and stirred at RT for 1 h. The product was concentrated under reduced pressure and dried under high vacuum to give the title compound (i-17) (30 mg, 96%). ESI-MS calculated for C8H13N3: Exact Mass: 151.11. Found 152.10. Starting materials: C(C)(=O)OCC (Ethyl Acetate), [H-].[Na+] (NaH), BrCC1=CC=C(C=C1)C#N (α-Bromo-p-toluonitrile), oil, COC([C@@H](NC(=O)OC(C)(C)C)CC1=C(C=C(C=C1C)O)C)=O (Boc-2,6-dimethyltyrosine methylester), [H-].[Na+] (NaH). Solvent: C(Cl)Cl (CH2Cl2), O (water). Conditions: time 2 hour. The product is COC([C@@H](NC(=O)OC(C)(C)C)CC1=C(C=C(C=C1C)OCC1=CC=C(C=C1)C#N)C)=O (O-(p-cyanobenzyl)-Boc-2,6-dimethyltyrosine methyl ester). Reaction SMILES: [H-].[Na+].[CH3:3][O:4][C:5](=[O:25])[C@H:6]([CH2:15][C:16]1[C:21]([CH3:22])=[CH:20][C:19]([OH:23])=[CH:18][C:17]=1[CH3:24])[NH:7][C:8]([O:10][C:11]([CH3:14])([CH3:13])[CH3:12])=[O:9].Br[CH2:27][C:28]1[CH:33]=[CH:32][C:31]([C:34]#[N:35])=[CH:30][CH:29]=1.C(OCC)(=O)C>C(Cl)Cl.O>[CH3:3][O:4][C:5](=[O:25])[C@H:6]([CH2:15][C:16]1[C:21]([CH3:22])=[CH:20][C:19]([O:23][CH2:27][C:28]2[CH:33]=[CH:32][C:31]([C:34]#[N:35])=[CH:30][CH:29]=2)=[CH:18][C:17]=1[CH3:24])[NH:7][C:8]([O:10][C:11]([CH3:14])([CH3:13])[CH3:12])=[O:9] |f:0.1|. Procedure details: A dispersion of NaH in oil (27.3 mmol) was weighed into a 11 round bottom flask containing a magnetic stirrer. The dispersion was washed with hexane to remove the mineral oil, and the flask was immediately charged with tetrahydrofuran (THF) (200 ml). Boc-2,6-dimethyltyrosine methylester (Example 29, 8 g, 24.8 mmol) was added and a drying tube was inserted The mixture was stirred for 2 hr. α-Bromo-p-toluonitrile (5.24 g, 26.8 mmol) was then added, and the mixture stirred at room temperature overn... Starting materials: C(C)(C)(C)OC(=O)N1CCN(CCC1)C1=C(C=CC(=C1)[N+](=O)[O-])OC (4-(5-nitro-2-methoxy-phenyl)-[1,4]diazepane-1-carboxylic acid tert-butyl ester). Reagents/catalysts: [Pd] (Pd/C). Run in CO (methanol). Run at time 4 hour. Product: C(C)(C)(C)OC(=O)N1CCN(CCC1)C1=C(C=CC(=C1)N)OC (4-(5-Amino-2-methoxy-phenyl)-[1,4]diazepane-1-carboxylic acid tert-butyl ester). The yield is 94.8%. As a reaction SMILES: [C:1]([O:5][C:6]([N:8]1[CH2:14][CH2:13][CH2:12][N:11]([C:15]2[CH:20]=[C:19]([N+:21]([O-])=O)[CH:18]=[CH:17][C:16]=2[O:24][CH3:25])[CH2:10][CH2:9]1)=[O:7])([CH3:4])([CH3:3])[CH3:2]>CO.[Pd]>[C:1]([O:5][C:6]([N:8]1[CH2:14][CH2:13][CH2:12][N:11]([C:15]2[CH:20]=[C:19]([NH2:21])[CH:18]=[CH:17][C:16]=2[O:24][CH3:25])[CH2:10][CH2:9]1)=[O:7])([CH3:4])([CH3:3])[CH3:2]. Procedure details: 4.5 g of 4-(5-nitro-2-methoxy-phenyl)-[1,4]diazepane-1-carboxylic acid tert-butyl ester (12.8 mmol) was dissolved in 40 mL of methanol, 1.36 g of 10% Pd/C was added and the mixture was hydrogenated under hydrogen gas for 4 h at 40° C. The reaction mixture was filtered over Celite and the filtrate evaporated to dryness in vacuo to yield 3.9 g of the title compound which was used in the next step without further purification. Reactants: O (Water), S(=O)(=O)(O)[O-].[K+] (potassium hydrogen sulfate), FC1=C2CN(CC2=CC=C1)C(=O)O[C@@H]1C[C@H]2C(N[C@]3([C@H](\C=C/COCCC[C@@H](C(N2C1)=O)NC(=O)OC(C)(C)C)C3)C(NS(=O)(=O)C3CC3)=O)=O ((2R,6S,13aS,14aR,16aS,Z)-6-(tert-butoxycarbonylamino)-14a-(cyclopropylsulfonylcarbamoyl)-5,16-dioxo-2,3,5,6,7,8,9,11,13a,14,14a,15,16,16a-tetradecahydro-1H-cyclopropa(e)pyrrolo[2,1-i][1,7,10]oxadiazacyclopentadecin-2-yl 4-fluoroisoindoline-2-carboxylate), Rh Al, [H][H] (hydrogen). Solvent: C(C)(=O)OCC (Ethyl acetate). Reaction conditions: time 16 hour. The product is FC1=C2CN(CC2=CC=C1)C(=O)O[C@@H]1C[C@H]2C(N[C@]3([C@H](CCCOCCC[C@@H](C(N2C1)=O)NC(=O)OC(C)(C)C)C3)C(NS(=O)(=O)C3CC3)=O)=O ((2R,6S,13aR,14aR,16aS)-6-(tert-butoxycarbonylamino)-14a-(cyclopropylsulfonylcarbamoyl)-5,16-dioxohexadecahydro-1H-cyclopropa(e)pyrrolo[2,1-i][1,7,10]oxadiazacyclopentadecin-2-yl 4-fluoroisoindoline-2-carboxylate). Yield: 49.8%. As a reaction SMILES: [F:1][C:2]1[CH:10]=[CH:9][CH:8]=[C:7]2[C:3]=1[CH2:4][N:5]([C:11]([O:13][C@H:14]1[CH2:31][N:30]3[C@H:16]([C:17](=[O:51])[NH:18][C@:19]4([C:42](=[O:50])[NH:43][S:44]([CH:47]5[CH2:49][CH2:48]5)(=[O:46])=[O:45])[CH2:41][C@H:20]4[CH:21]=[CH:22][CH2:23][O:24][CH2:25][CH2:26][CH2:27][C@H:28]([NH:33][C:34]([O:36][C:37]([CH3:40])([CH3:39])[CH3:38])=[O:35])[C:29]3=[O:32])[CH2:15]1)=[O:12])[CH2:6]2.[H][H].O.S([O-])(O)(=O)=O.[K+]>C(OCC)(=O)C>[F:1][C:2]1[CH:10]=[CH:9][CH:8]=[C:7]2[C:3]=1[CH2:4][N:5]([C:11]([O:13][C@H:14]1[CH2:31][N:30]3[C@H:16]([C:17](=[O:51])[NH:18][C@:19]4([C:42](=[O:50])[NH:43][S:44]([CH:47]5[CH2:49][CH2:48]5)(=[O:45])=[O:46])[CH2:41][C@H:20]4[CH2:21][CH2:22][CH2:23][O:24][CH2:25][CH2:26][CH2:27][C@H:28]([NH:33][C:34]([O:36][C:37]([CH3:39])([CH3:40])[CH3:38])=[O:35])[C:29]3=[O:32])[CH2:15]1)=[O:12])[CH2:6]2 |f:3.4|. Reported procedure: (2R,6S,13aS,14aR,16aS,Z)-6-(tert-butoxycarbonylamino)-14a-(cyclopropylsulfonylcarbamoyl)-5,16-dioxo-2,3,5,6,7,8,9,11,13a,14,14a,15,16,16a-tetradecahydro-1H-cyclopropa(e)pyrrolo[2,1-i][1,7,10]oxadiazacyclopentadecin-2-yl 4-fluoroisoindoline-2-carboxylate (0.022 g, 0.030 mmol) and Rh/Al (5%) (0.0062 g, 0.0030 mmol) in Ethyl acetate (5 mL) was charged with 1 atmosphere of hydrogen and stirred for 16 hrs. Water (3 mL) and saturated potassium hydrogen sulfate (3 mL) was added and stirred for 10 minut... The reactants are CN1N=C(C=C1C(F)(F)F)OS(=O)(=O)C1=CC=C(C=C1)C (toluene-4-sulfonic acid 1-methyl-5-trifluoromethyl-1H-pyrazol-3-yl ester), C1(=CC=CC=C1)C#C (phenylacetylene). Solvent: CCCCCCC.C(Cl)Cl (heptane DCM). Yields the product CN1N=C(C=C1C(F)(F)F)C#CC1=CC=CC=C1 (1-Methyl-3-phenylethynyl-5-trifluoromethyl-1H-pyrazole). RXN SMILES: [CH3:1][N:2]1[C:6]([C:7]([F:10])([F:9])[F:8])=[CH:5][C:4](OS(C2C=CC(C)=CC=2)(=O)=O)=[N:3]1.[C:22]1([C:28]#[CH:29])[CH:27]=[CH:26][CH:25]=[CH:24][CH:23]=1>CCCCCCC.C(Cl)Cl>[CH3:1][N:2]1[C:6]([C:7]([F:8])([F:9])[F:10])=[CH:5][C:4]([C:29]#[C:28][C:22]2[CH:27]=[CH:26][CH:25]=[CH:24][CH:23]=2)=[N:3]1 |f:2.3|. Procedure: This product was prepared from toluene-4-sulfonic acid 1-methyl-5-trifluoromethyl-1H-pyrazol-3-yl ester and phenylacetylene following the general procedure for the Sonogashira cross-coupling reaction described above. Chromatography eluent: heptane/DCM 7:3; yield (19 mg, 15%); 1H NMR δ (CDCl3): 7.66-7.55 (m, 5H), 6.64 (s, 1H), 3.98 (s, 3H), LCMS m/z: 250.